From a dataset of the Open Reaction Database (ORD), a public repository of structured organic reaction records. describe an organic reaction: reactants, conditions, products, and yield Starting materials: BrC=1C=NC(=NC1)OC=1C=C(C=C2CCN(CC2)C(=O)OC(C)(C)C)C=CC1 (tert-Butyl 4-(3-(5-bromopyrimidin-2-yloxy)benzylidene)piperidine-1-carboxylate), FC(C(=O)O)(F)F (trifluoroacetic acid), C1(=CC=CC=C1)C (Toluene). The solvent is ClCCl (dichloromethane). Conditions: time 3 hour. The product is FC(C(=O)O)(F)F.BrC=1C=NC(=NC1)OC1=CC(=CC=C1)C=C1CCNCC1 (5-Bromo-2-(3-(piperidin-4-ylidenemethyl)phenoxy)pyrimidine trifluoroacetate). As a reaction SMILES: [Br:1][C:2]1[CH:3]=[N:4][C:5]([O:8][C:9]2[CH:10]=[C:11]([CH:26]=[CH:27][CH:28]=2)[CH:12]=[C:13]2[CH2:18][CH2:17][N:16](C(OC(C)(C)C)=O)[CH2:15][CH2:14]2)=[N:6][CH:7]=1.[F:29][C:30]([F:35])([F:34])[C:31]([OH:33])=[O:32].C1(C)C=CC=CC=1>ClCCl>[F:29][C:30]([F:35])([F:34])[C:31]([OH:33])=[O:32].[Br:1][C:2]1[CH:3]=[N:4][C:5]([O:8][C:9]2[CH:28]=[CH:27][CH:26]=[C:11]([CH:12]=[C:13]3[CH2:18][CH2:17][NH:16][CH2:15][CH2:14]3)[CH:10]=2)=[N:6][CH:7]=1 |f:4.5|. Reported procedure: tert-Butyl 4-(3-(5-bromopyrimidin-2-yloxy)benzylidene)piperidine-1-carboxylate (0.285 g, 0.629 mmol) was suspended in dichloromethane (4 mL) and treated with trifluoroacetic acid (2 mL). The reaction mixture was stirred at ambient temperature for 3 h. Toluene was added and the reaction was concentrated in vacuo. After evaporating again from toluene, the residue was dried in vacuo to afford the title compound (0.385 g, quantitative yield based on 2.3 eq trifluoroacetic acid) as an orange oil. Thi... Starting materials: BrC1=C(C=C(C(=O)O)C=C1)F (4-bromo-3-fluorobenzoic acid), ON1N=NC2=C1C=CC=C2 (1-hydroxybenzotriazole), Cl.C(C)N=C=NCCCN(C)C (1-ethyl-3-(3′-dimethylaminopropyl)carbodiimide hydrochloride), CC=1C(=NC=C(C1)C)N1CCNCC1 (1-(3,5-Dimethylpyridin-2-yl)piperazine). The solvent is CN(C=O)C (N,N-dimethylformamide), O (water). Reaction conditions: time 4 hour. Product: BrC1=C(C=C(C=C1)C(=O)N1CCN(CC1)C1=NC=C(C=C1C)C)F ((4-bromo-3-fluorophenyl)[4-(3,5-dimethylpyridin-2-yl)piperazin-1-yl]methanone). Yield: 67.4%. Reaction SMILES: [CH3:1][C:2]1[C:3]([N:9]2[CH2:14][CH2:13][NH:12][CH2:11][CH2:10]2)=[N:4][CH:5]=[C:6]([CH3:8])[CH:7]=1.[Br:15][C:16]1[CH:24]=[CH:23][C:19]([C:20](O)=[O:21])=[CH:18][C:17]=1[F:25].ON1C2C=CC=CC=2N=N1.Cl.C(N=C=NCCCN(C)C)C>CN(C)C=O.O>[Br:15][C:16]1[CH:24]=[CH:23][C:19]([C:20]([N:12]2[CH2:11][CH2:10][N:9]([C:3]3[C:2]([CH3:1])=[CH:7][C:6]([CH3:8])=[CH:5][N:4]=3)[CH2:14][CH2:13]2)=[O:21])=[CH:18][C:17]=1[F:25] |f:3.4|. Reported procedure: 1-(3,5-Dimethylpyridin-2-yl)piperazine (2.87 g) described in Preparation Example 47 was dissolved in N,N-dimethylformamide (38 ml), 4-bromo-3-fluorobenzoic acid (3.29 g), 1-hydroxybenzotriazole 1 hydrate (2.43 g) and 1-ethyl-3-(3′-dimethylaminopropyl)carbodiimide hydrochloride (3.45 g) were added, and the mixture was stirred at room temperature for 4 hr. The reaction mixture was poured into water under cooling, and extracted with ethyl acetate. The organic layer was washed twice with water, wash...